The task is: describe an organic reaction: reactants, conditions, products, and yield. This data is from the Open Reaction Database (ORD), a public repository of structured organic reaction records. The reactants are O=C([O-])O, CC(C)=O, CC(C)O, [Na+], O, CC(O)(C1CCC(O)CC1)C(F)(F)F. The product is CC(O)(C1CCC(=O)CC1)C(F)(F)F. As a reaction SMILES: [C:19](=[O:20])([OH:21])[O-:22].[CH3:24][C:25](=[O:26])[CH3:27].[CH:15]([OH:16])([CH3:17])[CH3:18].[Na+:23].[OH2:28].[OH:1][C:2]([C:3]([F:4])([F:5])[F:6])([CH3:7])[CH:8]1[CH2:9][CH2:10][CH:11]([OH:14])[CH2:12][CH2:13]1>>[OH:1][C:2]([C:3]([F:4])([F:5])[F:6])([CH3:7])[CH:8]1[CH2:9][CH2:10][C:11](=[O:14])[CH2:12][CH2:13]1. Reactants: CCO, NN, O=[N+]([O-])c1ccc(NCCN2CCOCC2)cc1, O, O. The product is Nc1ccc(NCCN2CCOCC2)cc1. RXN SMILES: [CH3:22][CH2:23][OH:24].[NH2:20][NH2:21].[O:1]1[CH2:2][CH2:3][N:4]([CH2:7][CH2:8][NH:9][c:10]2[cH:11][cH:12][c:13]([N+:16]([O-:17])=[O:18])[cH:14][cH:15]2)[CH2:5][CH2:6]1.[OH2:19].[OH2:25]>>[O:1]1[CH2:2][CH2:3][N:4]([CH2:7][CH2:8][NH:9][c:10]2[cH:11][cH:12][c:13]([NH2:16])[cH:14][cH:15]2)[CH2:5][CH2:6]1. Starting materials: CC(C)(C)OC(=O)NCC(Nc1nccc(-c2n[nH]c3nc(NCCN4CCOCC4)ncc23)n1)c1ccccc1, CCO, Cl. Yields the product NCC(Nc1nccc(-c2n[nH]c3nc(NCCN4CCOCC4)ncc23)n1)c1ccccc1. As a reaction SMILES: [C:1]([O:2][C:3](=[O:4])[NH:7][CH2:8][CH:9]([c:10]1[cH:11][cH:12][cH:13][cH:14][cH:15]1)[NH:16][c:17]1[n:18][cH:19][cH:20][c:21](-[c:23]2[n:24][nH:25][c:26]3[n:27][c:28]([NH:32][CH2:33][CH2:34][N:35]4[CH2:36][CH2:37][O:38][CH2:39][CH2:40]4)[n:29][cH:30][c:31]23)[n:22]1)([CH3:5])([CH3:6])[CH3:41].[CH3:43][CH2:44][OH:45].[ClH:42]>>[NH2:7][CH2:8][CH:9]([c:10]1[cH:11][cH:12][cH:13][cH:14][cH:15]1)[NH:16][c:17]1[n:18][cH:19][cH:20][c:21](-[c:23]2[n:24][nH:25][c:26]3[n:27][c:28]([NH:32][CH2:33][CH2:34][N:35]4[CH2:36][CH2:37][O:38][CH2:39][CH2:40]4)[n:29][cH:30][c:31]23)[n:22]1. The reactants are FC1=C(C#N)C=C(C=C1)C(C1=CC(=CC(=C1)OC(C(F)F)(F)F)F)=O (2-fluoro-5-(3-fluoro-5-(1,1,2,2-tetrafluoroethoxy)benzoyl)benzonitrile), O(C(=O)OC(C)(C)C)C(=O)OC(C)(C)C (BOC2O), [BH4-].[Na+] (sodium borohydride). The reagents and catalysts are [Ni](Cl)Cl (Nickel (II) chloride). Run in CO (MeOH). Conditions: temperature 0 celsius, time 30 minute. The product is FC1=C(CNC(OC(C)(C)C)=O)C=C(C=C1)C(O)C1=CC(=CC(=C1)OC(C(F)F)(F)F)F (tert-butyl 2-fluoro-5-((3-fluoro-5-(1,1,2,2-tetrafluoroethoxy)phenyl)(hydroxy)methyl)benzylcarbamate), oil. Isolated yield 85.0%. As a reaction SMILES: [F:1][C:2]1[CH:9]=[CH:8][C:7]([C:10](=[O:25])[C:11]2[CH:16]=[C:15]([O:17][C:18]([F:23])([F:22])[CH:19]([F:21])[F:20])[CH:14]=[C:13]([F:24])[CH:12]=2)=[CH:6][C:3]=1[C:4]#[N:5].[O:26](C(OC(C)(C)C)=O)[C:27]([O:29][C:30]([CH3:33])([CH3:32])[CH3:31])=O.[BH4-].[Na+]>CO.[Ni](Cl)Cl>[F:1][C:2]1[CH:9]=[CH:8][C:7]([CH:10]([C:11]2[CH:16]=[C:15]([O:17][C:18]([F:23])([F:22])[CH:19]([F:20])[F:21])[CH:14]=[C:13]([F:24])[CH:12]=2)[OH:25])=[CH:6][C:3]=1[CH2:4][NH:5][C:27](=[O:26])[O:29][C:30]([CH3:33])([CH3:32])[CH3:31] |f:2.3|. Reported procedure: To a solution of 2-fluoro-5-(3-fluoro-5-(1,1,2,2-tetrafluoroethoxy)benzoyl)benzonitrile (1.30 g, 3.62 mmol), BOC2O (1.68 mL, 7.24 mmol) and Nickel (II) chloride (0.47 g, 3.62 mmol) in MeOH at 0° C. was added sodium borohydride (0.96 g, 25.3 mmol). The reaction mixture was stirred at 0° C. for 30 minutes and then at room temperature for 6 h. The reaction mixture was filtered through celite and the filtrate was concentrated. The residue was diluted with EtOAc and the solution was washed with sat. ... Starting materials: BrC1=C(CCC1)N1C2=C(C=3C=C(C=CC13)C)CN(CC2)C (5-(2-bromocyclopent-1-enyl)-2,8-dimethyl-2,3,4,5-tetrahydro-1H-pyrido[4,3-b]indole), CN(C1=NC=C(C=N1)B1OC(C)(C)C(C)(C)O1)C (2-(dimethylamino)pyrimidine-5-boronic acid pinacol ester), C([O-])([O-])=O.[K+].[K+] (potassium carbonate), O (water). Reagents/catalysts: C=1C=CC(=CC1)[P](C=2C=CC=CC2)(C=3C=CC=CC3)[Pd]([P](C=4C=CC=CC4)(C=5C=CC=CC5)C=6C=CC=CC6)([P](C=7C=CC=CC7)(C=8C=CC=CC8)C=9C=CC=CC9)[P](C=1C=CC=CC1)(C=1C=CC=CC1)C=1C=CC=CC1 (Pd(PPh3)4). Solvent: COCCOC (1,2-dimethoxyethane). Reaction conditions: temperature 90 celsius, time 45 minute. Yields the product CN1CC2=C(N(C=3C=CC(=CC23)C)C2=C(CCC2)C=2C=NC(=NC2)N(C)C)CC1 (5-(2-(2,8-dimethyl-3,4-dihydro-1H-pyrido[4,3-b]indol-5(2H)-yl)cyclopent-1-enyl)-N,N-dimethylpyrimidin-2-amine). Reaction SMILES: Br[C:2]1[CH2:6][CH2:5][CH2:4][C:3]=1[N:7]1[C:15]2[CH:14]=[CH:13][C:12]([CH3:16])=[CH:11][C:10]=2[C:9]2[CH2:17][N:18]([CH3:21])[CH2:19][CH2:20][C:8]1=2.[CH3:22][N:23]([CH3:39])[C:24]1[N:29]=[CH:28][C:27](B2OC(C)(C)C(C)(C)O2)=[CH:26][N:25]=1.C(=O)([O-])[O-].[K+].[K+].O>COCCOC.C1C=CC([P]([Pd]([P](C2C=CC=CC=2)(C2C=CC=CC=2)C2C=CC=CC=2)([P](C2C=CC=CC=2)(C2C=CC=CC=2)C2C=CC=CC=2)[P](C2C=CC=CC=2)(C2C=CC=CC=2)C2C=CC=CC=2)(C2C=CC=CC=2)C2C=CC=CC=2)=CC=1>[CH3:21][N:18]1[CH2:19][CH2:20][C:8]2[N:7]([C:3]3[CH2:4][CH2:5][CH2:6][C:2]=3[C:27]3[CH:28]=[N:29][C:24]([N:23]([CH3:22])[CH3:39])=[N:25][CH:26]=3)[C:15]3[CH:14]=[CH:13][C:12]([CH3:16])=[CH:11][C:10]=3[C:9]=2[CH2:17]1 |f:2.3.4,^1:56,58,77,96|. Procedure details: To a degassed stirred solution of 5-(2-bromocyclopent-1-enyl)-2,8-dimethyl-2,3,4,5-tetrahydro-1H-pyrido[4,3-b]indole (100 mg, 0.29 mmol), 2-(dimethylamino)pyrimidine-5-boronic acid pinacol ester (129 mg, 0.578 mmol) and potassium carbonate (120 mg, 0.87 mmol) in 1,2-dimethoxyethane (4 mL)-water (2 mL) was added Pd(PPh3)4 (16 mg, 0.0147 mmol). The reaction mixture was stirred at 90° C. for 45 min. The solvent was removed under reduced pressure, residue diluted with water (20 mL) and extracted wit... Reactants: C1(CC1)CN(CCCN(C\C=C\CN(CCCN(C(=O)OC(C)(C)C)CC1CC1)C(=O)OC(C)(C)C)C(=O)OC(C)(C)C)C(=O)OC(C)(C)C ((E)-1,14-di-cyclopropylmethyl-1,5,10,14-tetra-BOC-1,5,10,14-tetraazatetradec-7-ene), Cl (hydrochloric acid). The solvent is C(C)OCC (diethyl ether). Reaction conditions: time 5 hour. Yields the product Cl.Cl.Cl.Cl.C1(CC1)CNCCCNC\C=C\CNCCCNCC1CC1 ((E)-1,14-Di-cyclopropylmethyl-1,5,10,14-tetraazatetradec-7-ene tetrahydrochloride). RXN SMILES: [CH:1]1([CH2:4][N:5](C(OC(C)(C)C)=O)[CH2:6][CH2:7][CH2:8][N:9](C(OC(C)(C)C)=O)[CH2:10]/[CH:11]=[CH:12]/[CH2:13][N:14](C(OC(C)(C)C)=O)[CH2:15][CH2:16][CH2:17][N:18]([CH2:26][CH:27]2[CH2:29][CH2:28]2)C(OC(C)(C)C)=O)[CH2:3][CH2:2]1.[ClH:51]>C(OCC)C>[ClH:51].[ClH:51].[ClH:51].[ClH:51].[CH:27]1([CH2:26][NH:18][CH2:17][CH2:16][CH2:15][NH:14][CH2:13]/[CH:12]=[CH:11]/[CH2:10][NH:9][CH2:8][CH2:7][CH2:6][NH:5][CH2:4][CH:1]2[CH2:3][CH2:2]2)[CH2:28][CH2:29]1 |f:3.4.5.6.7|. Procedure: A mixture of 1.5 g (2.116 mmol) of (E)-1,14-di-cyclopropylmethyl-1,5,10,14-tetra-BOC-1,5,10,14-tetraazatetradec-7-ene and 23 ml of 3N methanolic hydrochloric acid is stirred for 5 h at room temperature, and then 20 ml of diethyl ether are added. Working up analogously to Example 1 yields the title compound, m.p. >260° C. 1H-NMR (D2O): δ0.33-0.38(m,4H); 0.65-0.71 (m,4H); 1.00-1.14(m,2H); 2.05-2.16(m,4H); 2.96(d,4H); 3.13-3.19(m,8H); 3.77(d,4H); 6.04-6.07(m,2H).